This data is from the Open Reaction Database (ORD), a public repository of structured organic reaction records. The task is: describe an organic reaction: reactants, conditions, products, and yield The reactants are CC(C)N=C=NC(C)C, COc1cc2cnc(NC(=S)NCC3(O)CN4CCC3CC4)cc2cc1Cl, CN(C)C=O. Yields the product COc1cc2cnc(NC3=NCC4(CN5CCC4CC5)O3)cc2cc1Cl. Reaction SMILES: [C:28](=[N:29][CH:30]([CH3:31])[CH3:32])=[N:33][CH:34]([CH3:35])[CH3:36].[Cl:1][c:2]1[cH:3][c:4]2[cH:5][c:6]([NH:14][C:15](=[S:16])[NH:17][CH2:18][C:19]3([OH:27])[CH2:20][N:21]4[CH2:22][CH2:23][CH:24]3[CH2:25][CH2:26]4)[n:7][cH:8][c:9]2[cH:10][c:11]1[O:12][CH3:13].[O:37]=[CH:38][N:39]([CH3:40])[CH3:41]>>[Cl:1][c:2]1[cH:3][c:4]2[cH:5][c:6]([NH:14][C:15]3=[N:17][CH2:18][C:19]4([CH2:20][N:21]5[CH2:22][CH2:23][CH:24]4[CH2:25][CH2:26]5)[O:27]3)[n:7][cH:8][c:9]2[cH:10][c:11]1[O:12][CH3:13]. Reactants: C=O, CCCCNC, CC(=O)O, CCOC(=O)C1CCN(c2ncc(C(=O)Nc3nc(-c4cc(Cl)cs4)cs3)cc2Cl)CC1. The product is CCCCN(C)Cc1sc(NC(=O)c2cnc(N3CCC(C(=O)OCC)CC3)c(Cl)c2)nc1-c1cc(Cl)cs1. RXN SMILES: [CH2:1]=[O:2].[CH2:3]([CH2:4][CH2:5][CH3:6])[NH:7][CH3:8].[CH3:41][C:42](=[O:43])[OH:44].[Cl:9][c:10]1[c:11]([N:30]2[CH2:31][CH2:32][CH:33]([C:36](=[O:37])[O:38][CH2:39][CH3:40])[CH2:34][CH2:35]2)[n:12][cH:13][c:14]([C:16]([NH:17][c:18]2[s:19][cH:20][c:21](-[c:23]3[s:24][cH:25][c:26]([Cl:28])[cH:27]3)[n:22]2)=[O:29])[cH:15]1>>[CH2:1]([N:7]([CH2:3][CH2:4][CH2:5][CH3:6])[CH3:8])[c:20]1[s:19][c:18]([NH:17][C:16]([c:14]2[cH:13][n:12][c:11]([N:30]3[CH2:31][CH2:32][CH:33]([C:36](=[O:37])[O:38][CH2:39][CH3:40])[CH2:34][CH2:35]3)[c:10]([Cl:9])[cH:15]2)=[O:29])[n:22][c:21]1-[c:23]1[s:24][cH:25][c:26]([Cl:28])[cH:27]1.